This data is from the Open Reaction Database (ORD), a public repository of structured organic reaction records. The task is: describe an organic reaction: reactants, conditions, products, and yield Reactants: BrC=1C=C(C=C(C1)Br)C1=CC=C(C=C1)/C(=C/COC1=CC=C(C=C1)C[C@@H](C(=O)OCC)OCC)/C ((E)-(S)-Ethyl 3-{4-[3-(3′,5′-Dibromo-biphenyl-4-yl)-but-2-enyloxy]-phenyl}-2-ethoxy-propionate), [OH-].[Na+] (sodium hydroxide). Yields the product BrC=1C=C(C=C(C1)Br)C1=CC=C(C=C1)/C(=C/COC1=CC=C(C=C1)C[C@@H](C(=O)O)OCC)/C ((E)-(S)-3-{4-[3-(3′,5′-dibromo-biphenyl-4-yl)-but-2-enyloxy]-phenyl}-2-ethoxy-propionic acid). Isolated yield 87.1%. Reaction SMILES: [Br:1][C:2]1[CH:3]=[C:4]([C:9]2[CH:14]=[CH:13][C:12](/[C:15](/[CH3:35])=[CH:16]/[CH2:17][O:18][C:19]3[CH:24]=[CH:23][C:22]([CH2:25][C@H:26]([O:32][CH2:33][CH3:34])[C:27]([O:29]CC)=[O:28])=[CH:21][CH:20]=3)=[CH:11][CH:10]=2)[CH:5]=[C:6]([Br:8])[CH:7]=1.[OH-].[Na+]>>[Br:1][C:2]1[CH:3]=[C:4]([C:9]2[CH:10]=[CH:11][C:12](/[C:15](/[CH3:35])=[CH:16]/[CH2:17][O:18][C:19]3[CH:24]=[CH:23][C:22]([CH2:25][C@H:26]([O:32][CH2:33][CH3:34])[C:27]([OH:29])=[O:28])=[CH:21][CH:20]=3)=[CH:13][CH:14]=2)[CH:5]=[C:6]([Br:8])[CH:7]=1 |f:1.2|. Reported procedure: The title compound was prepared from (E)-(S)-ethyl 3-{4-[3-(3′,5′-dibromo-biphenyl-4-yl)-but-2-enyloxy]-phenyl}-2-ethoxy-propionate (example 123) (110 mg, 0.18 mmol) and sodium hydroxide (1M, 1.0 ml, 1.0 mmol) by a procedure analogous to that described in example 51, yielding (E)-(S)-3-{4-[3-(3′,5′-dibromo-biphenyl-4-yl)-but-2-enyloxy]-phenyl}-2-ethoxy-propionic acid (90 mg, 86%) as a colourless gum. The reactants are C1(=CC=CC=C1)C1N(CCC(C1)N[C@H]1[C@@H](C1)C1=CC=C(C=C1)NC(C1=CC(=CC=C1)C(F)(F)F)=O)C(=O)OC(C)(C)C (tert-Butyl 2-phenyl-4-{[trans-2-(4-{[3-(trifluoromethyl)benzoyl]amino}phenyl)cyclopropyl]amino}-piperidine-1-carboxylate), Cl.COC1CCCC1 (Hydrochloric acid cyclopentyl methyl ether). Solvent: C1CCOC1 (THF). Conditions: temperature 0 celsius, time 8 hour. Product: Cl.Cl.C1(=CC=CC=C1)C1NCCC(C1)N[C@H]1[C@@H](C1)C1=CC=C(C=C1)NC(C1=CC(=CC=C1)C(F)(F)F)=O (N-(4-{trans-2-[(2-phenylpiperidin-4-yl)amino]cyclopropyl}phenyl)-3-(trifluoromethyl)benzamide dihydrochloride). RXN SMILES: [C:1]1([CH:7]2[CH2:12][CH:11]([NH:13][C@@H:14]3[CH2:16][C@H:15]3[C:17]3[CH:22]=[CH:21][C:20]([NH:23][C:24](=[O:35])[C:25]4[CH:30]=[CH:29][CH:28]=[C:27]([C:31]([F:34])([F:33])[F:32])[CH:26]=4)=[CH:19][CH:18]=3)[CH2:10][CH2:9][N:8]2C(OC(C)(C)C)=O)[CH:6]=[CH:5][CH:4]=[CH:3][CH:2]=1.[ClH:43].COC1CCCC1>C1COCC1>[ClH:43].[ClH:43].[C:1]1([CH:7]2[CH2:12][CH:11]([NH:13][C@@H:14]3[CH2:16][C@H:15]3[C:17]3[CH:22]=[CH:21][C:20]([NH:23][C:24](=[O:35])[C:25]4[CH:30]=[CH:29][CH:28]=[C:27]([C:31]([F:32])([F:33])[F:34])[CH:26]=4)=[CH:19][CH:18]=3)[CH2:10][CH2:9][NH:8]2)[CH:6]=[CH:5][CH:4]=[CH:3][CH:2]=1 |f:1.2,4.5.6|. Procedure details: tert-Butyl 2-phenyl-4-{[trans-2-(4-{[3-(trifluoromethyl)benzoyl]amino}phenyl)cyclopropyl]amino}-piperidine-1-carboxylate (62 mg) was dissolved in THF (0.5 mL), and the mixture was ice-cooled to 0° C. 4N Hydrochloric acid/cyclopentyl methyl ether solution (5.0 mL) was added, and the mixture was stirred at room temperature overnight. The solvent was evaporated under reduced pressure. The residue was recrystallized from methanol/diisopropyl ether to give the title compound (24 mg).